This data is from the Open Reaction Database (ORD), a public repository of structured organic reaction records. The task is: describe an organic reaction: reactants, conditions, products, and yield Starting materials: CC(C)(C)[Si](OCC=1C=C2C=CC=NC2=C(C1)C=O)(C)C (6-({[(1,1-dimethylethyl)(dimethyl)silyl]oxy}methyl)-8-quinolinecarbaldehyde), S(=O)(=O)([O-])[O-].[Mg+2] (magnesium sulphate), C1(CC1)N (cyclopropyl amine), [BH4-].[Na+] (sodium borohydride). The solvent is ClCCl (dichloromethane), CO (methanol). Conditions: time 16 hour. The product is CC(C)(C)[Si](OCC=1C=C2C=CC=NC2=C(C1)CNC1CC1)(C)C (N-{[6-({[(1,1-Dimethylethyl)(dimethyl)silyl]oxy}methyl)-8-quinolinyl]methyl}cyclopropanamine). As a reaction SMILES: [CH3:1][C:2]([Si:5]([CH3:21])([CH3:20])[O:6][CH2:7][C:8]1[CH:9]=[C:10]2[C:15](=[C:16]([CH:18]=O)[CH:17]=1)[N:14]=[CH:13][CH:12]=[CH:11]2)([CH3:4])[CH3:3].S([O-])([O-])(=O)=O.[Mg+2].[CH:28]1([NH2:31])[CH2:30][CH2:29]1.[BH4-].[Na+]>CO.ClCCl>[CH3:1][C:2]([Si:5]([CH3:21])([CH3:20])[O:6][CH2:7][C:8]1[CH:9]=[C:10]2[C:15](=[C:16]([CH2:18][NH:31][CH:28]3[CH2:30][CH2:29]3)[CH:17]=1)[N:14]=[CH:13][CH:12]=[CH:11]2)([CH3:4])[CH3:3] |f:1.2,4.5|. Reported procedure: To a dichloromethane (0.12 M) solution of 6-({[(1,1-dimethylethyl)(dimethyl)silyl]oxy}methyl)-8-quinolinecarbaldehyde (1 eq.) from the previous step was added magnesium sulphate (1 eq.) and cyclopropyl amine (2 eq.). The resulting suspension was stirred at RT for 16 h. The insolubles were removed via filtration and rinsed with dichloromethane before the combined filtrate was concentrated in vacuo. The crude imine thus obtained was taken up in methanol (0.12 M) and then added sodium borohydride (... Starting materials: O (Water), COC=1C=C(C=O)C=CC1C(F)(F)F (3-methoxy-4-(trifluoromethyl)-benzaldehyde), C(C)(=O)N1C(CN(C(C1)=O)C(C)=O)=O (1,4-diacetylpiperazine-2,5-dione), CC(C)([O-])C.[K+] (potassium tert-butoxide). Solvent: CN(C=O)C (N,N-dimethylformamide), C(C)(C)(C)O (tert-butanol), C(C)(=O)OCC (ethyl acetate). Conditions: time 18 hour. Product: C(C)(=O)N1C(C(NC(C1)=O)=CC1=CC(=C(C=C1)C(F)(F)F)OC)=O (1-acetyl-3-[[3-methoxy-4-(trifluoromethyl)phenyl]methylene]piperazine-2,5-dione). RXN SMILES: [CH3:1][O:2][C:3]1[CH:4]=[C:5]([CH:8]=[CH:9][C:10]=1[C:11]([F:14])([F:13])[F:12])[CH:6]=O.[C:15]([N:18]1[CH2:23][C:22](=[O:24])[N:21](C(=O)C)[CH2:20][C:19]1=[O:28])(=[O:17])[CH3:16].CC(C)([O-])C.[K+].O>CN(C)C=O.C(O)(C)(C)C.C(OCC)(=O)C>[C:15]([N:18]1[CH2:23][C:22](=[O:24])[NH:21][C:20](=[CH:6][C:5]2[CH:8]=[CH:9][C:10]([C:11]([F:14])([F:13])[F:12])=[C:3]([O:2][CH3:1])[CH:4]=2)[C:19]1=[O:28])(=[O:17])[CH3:16] |f:2.3|. Procedure: To a stirred mixture of crude 3-methoxy-4-(trifluoromethyl)-benzaldehyde and 1,4-diacetylpiperazine-2,5-dione (1.98 g) in a mixture of N,N-dimethylformamide (10 ml) and tert-butanol (10 ml) was added potassium tert-butoxide (1.12 g) at 5° C. The mixture was stirred for 18 hours at room temperature. Water (30 ml) and ethyl acetate (100 ml) were added to the mixture and the organic layer was separated, and the aqueous layer was extracted with ethyl acetate. The combined extract was washed with wat... Reactants: CCO, CCOC(C)=O, O=C1Cc2cc([N+](=O)[O-])cc(F)c2N1. Product: Nc1cc(F)c2c(c1)CC(=O)N2. As a reaction SMILES: [CH3:15][CH2:16][OH:17].[CH3:18][CH2:19][O:20][C:21]([CH3:22])=[O:23].[F:1][c:2]1[cH:3][c:4]([N+:12]([O-:13])=[O:14])[cH:5][c:6]2[c:10]1[NH:9][C:8](=[O:11])[CH2:7]2>>[F:1][c:2]1[cH:3][c:4]([NH2:12])[cH:5][c:6]2[c:10]1[NH:9][C:8](=[O:11])[CH2:7]2.